Dataset: the Open Reaction Database (ORD), a public repository of structured organic reaction records. Task: describe an organic reaction: reactants, conditions, products, and yield Reactants: NC(CCCC(=O)OC)C1=C(C=CC=C1OC)OC (methyl 5-amino-5-(2,6-dimethoxyphenyl)pentanoate), FC1=C(C=O)C=C(C=C1)C1=NC=CC=C1 (2-fluoro-5-(pyridin-2-yl)benzaldehyde). Product: COC1=C(C(=CC=C1)OC)C1CCCC(N1CC1=C(C=CC(=C1)C1=NC=CC=C1)F)=O (6-(2,6-dimethoxyphenyl)-1-(2-fluoro-5-(pyridin-2-yl)benzyl)piperidin-2-one). Reaction SMILES: [NH2:1][CH:2]([C:10]1[C:15]([O:16][CH3:17])=[CH:14][CH:13]=[CH:12][C:11]=1[O:18][CH3:19])[CH2:3][CH2:4][CH2:5][C:6]([O:8]C)=O.[F:20][C:21]1[CH:28]=[CH:27][C:26]([C:29]2[CH:34]=[CH:33][CH:32]=[CH:31][N:30]=2)=[CH:25][C:22]=1[CH:23]=O>>[CH3:19][O:18][C:11]1[CH:12]=[CH:13][CH:14]=[C:15]([O:16][CH3:17])[C:10]=1[CH:2]1[N:1]([CH2:23][C:22]2[CH:25]=[C:26]([C:29]3[CH:34]=[CH:33][CH:32]=[CH:31][N:30]=3)[CH:27]=[CH:28][C:21]=2[F:20])[C:6](=[O:8])[CH2:5][CH2:4][CH2:3]1. Procedure: Prepared according to the described general procedure 1 (GP1) by reaction of methyl 5-amino-5-(2,6-dimethoxyphenyl)pentanoate with 2-fluoro-5-(pyridin-2-yl)benzaldehyde. Subsequent purification by preparative HPLC afforded the target compound. LC-MS (conditions A): tR=0.66 min.; [M+H]+: 420.83 g/mol. Yields the product ClC1=C(C(=O)NS(=O)(=O)N(C)C(C)C)C=CC(=C1N)F (N-(2-Chloro-4-fluoro-3-aminobenzoyl)-N′-isopropyl-N′-methylsulfamide). Reaction SMILES: [Cl:1][C:2]1[C:18]([N+:19]([O-])=O)=[C:17]([F:22])[CH:16]=[CH:15][C:3]=1[C:4]([NH:6][S:7]([N:10]([CH:12]([CH3:14])[CH3:13])[CH3:11])(=[O:9])=[O:8])=[O:5].CC/C=C/C=C\CCCCCCCCOC(C)=O.[H][H]>CO>[Cl:1][C:2]1[C:18]([NH2:19])=[C:17]([F:22])[CH:16]=[CH:15][C:3]=1[C:4]([NH:6][S:7]([N:10]([CH:12]([CH3:14])[CH3:13])[CH3:11])(=[O:9])=[O:8])=[O:5]. Conditions: time 6 hour. Starting materials: ClC1=C(C(=O)NS(=O)(=O)N(C)C(C)C)C=CC(=C1[N+](=O)[O-])F (N-(2-chloro-4-fluoro-3-nitrobenzoyl)-N′-isopropyl-N′-methylsulfamide), CC/C=C/C=C\CCCCCCCCOC(=O)C (Pt-2), [H][H] (hydrogen). The solvent is CO (methanol). Reported procedure: 182.4 g (0.500 mol) of N-(2-chloro-4-fluoro-3-nitrobenzoyl)-N′-isopropyl-N′-methylsulfamide in 391 g of methanol were admixed with 1.33 g (0.005 mol %) of 1% Pt-2% V/C and hydrogenated with 5 bar of hydrogen with stirring at 60° C. After 6 h the solution was depressurized, the reaction mixture was filtered and the solvent was removed by distillation. This gave 157.1 g (97%) of the title compound in the form of a solid (m.p.: 147-149° C.). The reactants are CCOCCO, Cn1ccnc1Sc1ccc(N)cc1Cl, N#Cc1cnc2cc(F)ccc2c1Cl, Cl, c1ccncc1. Product: Cn1ccnc1Sc1ccc(Nc2c(C#N)cnc3cc(F)ccc23)cc1Cl. RXN SMILES: [CH3:37][CH2:38][O:39][CH2:40][CH2:41][OH:42].[Cl:15][c:16]1[cH:17][c:18]([NH2:29])[cH:19][cH:20][c:21]1[S:22][c:23]1[n:24]([CH3:28])[cH:25][cH:26][n:27]1.[Cl:1][c:2]1[c:3]([C:13]#[N:14])[cH:4][n:5][c:6]2[cH:7][c:8]([F:12])[cH:9][cH:10][c:11]12.[ClH:30].[n:31]1[cH:32][cH:33][cH:34][cH:35][cH:36]1>>[c:2]1([NH:29][c:18]2[cH:17][c:16]([Cl:15])[c:21]([S:22][c:23]3[n:24]([CH3:28])[cH:25][cH:26][n:27]3)[cH:20][cH:19]2)[c:3]([C:13]#[N:14])[cH:4][n:5][c:6]2[cH:7][c:8]([F:12])[cH:9][cH:10][c:11]12. Reactants: CC(C)([O-])C.[K+] (potassium t-butoxide), Cl (hydrochloric acid), C(C)(C)(C)C1=CC=C(C=C1)CC#N (4-tert-butylphenylacetonitrile), CN1N=C(C(=C1Cl)C(=O)Cl)Cl (1-methyl-3,5-dichloropyrazole-4-carbonyl chloride). Run in C1CCOC1 (THF), O (water). Conditions: time 8 hour. Product: C(C)(C)(C)C1=CC=C(C=C1)C(C#N)=C(O)C=1C(=NN(C1Cl)C)Cl (2-(4-tert-butylphenyl)-3-(1-methyl-3,5-dichloropyrazol-4-yl)-3-hydroxyacrylonitrile). Yield: 31.7%. Reaction SMILES: [C:1]([C:5]1[CH:10]=[CH:9][C:8]([CH2:11][C:12]#[N:13])=[CH:7][CH:6]=1)([CH3:4])([CH3:3])[CH3:2].[CH3:14][N:15]1[C:19]([Cl:20])=[C:18]([C:21](Cl)=[O:22])[C:17]([Cl:24])=[N:16]1.CC(C)([O-])C.[K+].Cl>C1COCC1.O>[C:1]([C:5]1[CH:6]=[CH:7][C:8]([C:11](=[C:21]([C:18]2[C:17]([Cl:24])=[N:16][N:15]([CH3:14])[C:19]=2[Cl:20])[OH:22])[C:12]#[N:13])=[CH:9][CH:10]=1)([CH3:4])([CH3:2])[CH3:3] |f:2.3|. Procedure details: 1.00 g of 4-tert-butylphenylacetonitrile and 1.23 g of 1-methyl-3,5-dichloropyrazole-4-carbonyl chloride were dissolved in 20 ml of THF, and 1.01 g of potassium t-butoxide was added thereto with cooling with ice. After the resulting mixture was stirred overnight at room temperature, water was added thereto, acidified with diluted hydrochloric acid, and extracted with ethyl acetate. The organic layer was washed with water, and dried with sodium sulfate, and the solvent was distilled off under red... Reactants: ON=C1CCCC=2C1=NC(=C(C2)C(=O)OC)C (methyl 8-hydroxyimino-2-methyl-5,6,7,8-tetrahydrocyclohexa[b]pyridine-3-carboxylate), CI (methyl iodide), C1CCOC1 (THF), [H-].[Na+] (sodium hydride). Solvent: CN(C=O)C (dimethylformamide), C(C)(=O)OCC (ethyl acetate), O (water). Conditions: time 1.5 hour. Yields the product CON=C1CCCC=2C1=NC(=C(C2)C(=O)OC)C (Methyl 8-methoxyimino-2-methyl-5,6,7,8-tetrahydrocyclohexa[b]pyridine-3-carboxylate). The yield is 74.5%. Reaction SMILES: [OH:1][N:2]=[C:3]1[C:8]2=[N:9][C:10]([CH3:17])=[C:11]([C:13]([O:15][CH3:16])=[O:14])[CH:12]=[C:7]2[CH2:6][CH2:5][CH2:4]1.[CH2:18]1COCC1.[H-].[Na+].CI>C(OCC)(=O)C.O.CN(C)C=O>[CH3:18][O:1][N:2]=[C:3]1[C:8]2=[N:9][C:10]([CH3:17])=[C:11]([C:13]([O:15][CH3:16])=[O:14])[CH:12]=[C:7]2[CH2:6][CH2:5][CH2:4]1 |f:2.3|. Procedure: In an atmosphere of argon, methyl 8-hydroxyimino-2-methyl-5,6,7,8-tetrahydrocyclohexa[b]pyridine-3-carboxylate (1.01 g, 4.33 mmol) was suspended in a mixed solution of THF (5.0 ml) and dimethylformamide (DMF) (1.5 ml) at 0° C., and the suspension was mixed with sodium hydride (192.0 mg, 4.80 mmol) and stirred at room temperature for 1.5 hours. To this was added dropwise methyl iodide (192.0 mg, 4.80 mmol) at room temperature, followed by 2 hours of stirring. The reaction solution was diluted wit... The reactants are NC1=C(C=NN1C)C#N (5-amino-1-methyl-1H-pyrazole-4-carbonitrile), [N+](=O)([O-])C1=CC=C(C=C1)OC(=O)C1=CC=C(C=2N=C(SC21)N2CCCCC2)OC (4-methoxy-2-(piperidin-1-yl)benzothiazole-7-carboxylic acid 4-nitrophenyl ester). Solvent: C[Si]([N-][Si](C)(C)C)(C)C.[Na+] (sodium hexamethyldisilazide), O1CCCC1 (tetrahydrofuran), CN(C=O)C (dimethyl formamide). Product: C(#N)C1=C(N(N=C1)C)NC(=O)C1=CC=C(C=2N=C(SC21)N2CCCCC2)OC (4Methoxy-2-(piperidin-1-yl)benzothiazole-7-carboylic acid (4-cyano-2-methyl-2H-pyrazol-3-yl)amide). The yield is 75.5%. Reaction SMILES: [NH2:1][C:2]1[N:6]([CH3:7])[N:5]=[CH:4][C:3]=1[C:8]#[N:9].[N+](C1C=CC([O:19][C:20]([C:22]2[C:30]3[S:29][C:28]([N:31]4[CH2:36][CH2:35][CH2:34][CH2:33][CH2:32]4)=[N:27][C:26]=3[C:25]([O:37][CH3:38])=[CH:24][CH:23]=2)=O)=CC=1)([O-])=O>CN(C)C=O.C[Si](C)(C)[N-][Si](C)(C)C.[Na+].O1CCCC1>[C:8]([C:3]1[CH:4]=[N:5][N:6]([CH3:7])[C:2]=1[NH:1][C:20]([C:22]1[C:30]2[S:29][C:28]([N:31]3[CH2:32][CH2:33][CH2:34][CH2:35][CH2:36]3)=[N:27][C:26]=2[C:25]([O:37][CH3:38])=[CH:24][CH:23]=1)=[O:19])#[N:9] |f:3.4|. Procedure details: Starting from 5-amino-1-methyl-1H-pyrazole-4-carbonitrile (125 mg) in dimethyl formamide (10 ml), sodium hexamethyldisilazide in tetrahydrofuran (1.1 ml, 1.0 M), and 4-methoxy-2-(piperidin-1-yl)benzothiazole-7-carboxylic acid 4-nitrophenyl ester (210 mg). Purification by flash chromatography (eluent 5% methanol in dichloromethane) followed by trituration with ethyl acetate yielded the title compound as an off-white solid (152 mg). TLC Rf 0.48 (ethyl acetate); Mpt 290-291° C. The reactants are C(C1=CC=CC=C1)OC1=CC=C(C=C1)C=1C(N2C=CC3=C(C2=C(C1)C(=O)O)SC=C3)=O (8-[p-(benzyloxy)phenyl]-7-oxo-7H-thieno[2,3-a]quinolizine-10-carboxylic acid), ON1N=NC2=C1C=CC=C2 (1-hydroxybenzotriazole), Cl.CN(CCCN=C=NCC)C (N-(3-dimethylaminopropyl)-N'-ethyl-carbodiimide hydrochloride), C(C)N(C1=CC=C(CN)C=C1)CC (4-diethylamino-benzylamine), CN1CCOCC1 (N-methylmorpholine). Run in CN(C=O)C (dimethylformamide). Yields the product C(C)N(C1=CC=C(CNC(=O)C=2C=C(C(N3C=CC4=C(C23)SC=C4)=O)C4=CC=C(C=C4)OCC4=CC=CC=C4)C=C1)CC (8-(4-Benzyloxy-phenyl)-7-oxo-7H-thieno[2,3-a]quinolizine-10-carboxylic acid 4-diethylamino-benzyl-amide). Reaction SMILES: [CH2:1]([O:8][C:9]1[CH:14]=[CH:13][C:12]([C:15]2[C:16](=[O:31])[N:17]3[C:22](=[C:23]([C:25]([OH:27])=O)[CH:24]=2)[C:21]2[S:28][CH:29]=[CH:30][C:20]=2[CH:19]=[CH:18]3)=[CH:11][CH:10]=1)[C:2]1[CH:7]=[CH:6][CH:5]=[CH:4][CH:3]=1.[CH2:32]([N:34]([CH2:43][CH3:44])[C:35]1[CH:42]=[CH:41][C:38]([CH2:39][NH2:40])=[CH:37][CH:36]=1)[CH3:33].CN1CCOCC1.ON1C2C=CC=CC=2N=N1.Cl.CN(C)CCCN=C=NCC>CN(C)C=O>[CH2:43]([N:34]([CH2:32][CH3:33])[C:35]1[CH:42]=[CH:41][C:38]([CH2:39][NH:40][C:25]([C:23]2[CH:24]=[C:15]([C:12]3[CH:13]=[CH:14][C:9]([O:8][CH2:1][C:2]4[CH:3]=[CH:4][CH:5]=[CH:6][CH:7]=4)=[CH:10][CH:11]=3)[C:16](=[O:31])[N:17]3[C:22]=2[C:21]2[S:28][CH:29]=[CH:30][C:20]=2[CH:19]=[CH:18]3)=[O:27])=[CH:37][CH:36]=1)[CH3:44] |f:4.5|. Procedure details: From 8-[p-(benzyloxy)phenyl]-7-oxo-7H-thieno[2,3-a]quinolizine-10-carboxylic acid with 4-diethylamino-benzylamine, N-methylmorpholine, 1-hydroxybenzotriazole and N-(3-dimethylaminopropyl)-N'-ethyl-carbodiimide hydrochloride in dimethylformamide.